Dataset: the Open Reaction Database (ORD), a public repository of structured organic reaction records. Task: describe an organic reaction: reactants, conditions, products, and yield The reactants are CC(C)(C)c1cc(C(=O)c2ccccc2)cc(C(C)(C)C)c1O, NNc1ccccc1, O, Cc1ccc(S(=O)(=O)O)cc1, c1ccccc1. Product: CC(C)(C)c1cc(C(=NNc2ccccc2)c2ccccc2)cc(C(C)(C)C)c1O. Reaction SMILES: [C:1]([CH3:2])([CH3:3])([CH3:4])[c:5]1[cH:6][c:7]([C:8](=[O:9])[c:10]2[cH:11][cH:12][cH:13][cH:14][cH:15]2)[cH:16][c:17]([C:20]([CH3:21])([CH3:22])[CH3:23])[c:18]1[OH:19].[NH2:24][NH:25][c:26]1[cH:27][cH:28][cH:29][cH:30][cH:31]1.[OH2:43].[c:32]1([CH3:33])[cH:34][cH:35][c:36]([S:37]([OH:38])(=[O:39])=[O:40])[cH:41][cH:42]1.[cH:44]1[cH:45][cH:46][cH:47][cH:48][cH:49]1>>[C:1]([CH3:2])([CH3:3])([CH3:4])[c:5]1[cH:6][c:7]([C:8]([c:10]2[cH:11][cH:12][cH:13][cH:14][cH:15]2)=[N:24][NH:25][c:26]2[cH:27][cH:28][cH:29][cH:30][cH:31]2)[cH:16][c:17]([C:20]([CH3:21])([CH3:22])[CH3:23])[c:18]1[OH:19]. Starting materials: O1CCN(CC1)CCCOC1=CC=C2C(NC=NC2=C1)=O (7-(3-morpholinopropoxy)-3,4-dihydroquinazolin-4-one), S(=O)(Cl)Cl (thionyl chloride). Solvent: CN(C)C=O (DMF). Run at time 10 minute. Product: ClC1=NC=NC2=CC(=CC=C12)OCCCN1CCOCC1 (4-chloro-7-(3-morpholinopropoxy)quinazoline). Yield: 80.0%. RXN SMILES: [O:1]1[CH2:6][CH2:5][N:4]([CH2:7][CH2:8][CH2:9][O:10][C:11]2[CH:20]=[C:19]3[C:14]([C:15](=O)[NH:16][CH:17]=[N:18]3)=[CH:13][CH:12]=2)[CH2:3][CH2:2]1.S(Cl)([Cl:24])=O>CN(C=O)C>[Cl:24][C:15]1[C:14]2[C:19](=[CH:20][C:11]([O:10][CH2:9][CH2:8][CH2:7][N:4]3[CH2:5][CH2:6][O:1][CH2:2][CH2:3]3)=[CH:12][CH:13]=2)[N:18]=[CH:17][N:16]=1. Procedure details: A mixture of 7-(3-morpholinopropoxy)-3,4-dihydroquinazolin-4-one (500 mg, 1.7 mmol), thionyl chloride (10 ml) and DMF (0.1 ml) was heated at reflux for 2 hours. The volatiles were removed by evaporation and the residue azeotroped with toluene. The crude product was partitioned between methylene chloride (50 ml) and saturated aqueous sodium hydrogen carbonate solution (50 ml) and the mixture stirred for 10 minutes. The organic phase was separated and the aqueous phase extracted with methylene chl... Starting materials: CC(C)([O-])C.[K+] (potassium t-butoxide), O (water), C(C)(C)(C)[Si](OC1=C(C=C(C=C1C)C1(C(NC2=CC=CC=C12)=O)C1=CC(=C(C(=C1)C)O[Si](C)(C)C(C)(C)C)C)C)(C)C (3,3-Bis-[4-(tert-butyl-dimethyl-silanyloxy)-3,5-dimethyl-phenyl]-1,3-dihydro-indol-2-one), BrCC#N (bromoacetonitrile). Solvent: C1CCOC1 (THF), C(C)OCC (diethyl ether), CN(C)C=O (DMF). Reaction conditions: temperature 0 celsius, time 10 minute. The product is C(C)(C)(C)[Si](OC1=C(C=C(C=C1C)C1(C(N(C2=CC=CC=C12)CC#N)=O)C1=CC(=C(C(=C1)C)O[Si](C)(C)C(C)(C)C)C)C)(C)C ({3,3-Bis-[4-(tert-butyl-dimethyl-silanyloxy)-3,5-dimethyl-phenyl]-2-oxo-2,3-dihydro-indol-1-yl}-acetonitrile). The yield is 72.2%. As a reaction SMILES: [C:1]([Si:5]([CH3:42])([CH3:41])[O:6][C:7]1[C:12]([CH3:13])=[CH:11][C:10]([C:14]2([C:24]3[CH:29]=[C:28]([CH3:30])[C:27]([O:31][Si:32]([C:35]([CH3:38])([CH3:37])[CH3:36])([CH3:34])[CH3:33])=[C:26]([CH3:39])[CH:25]=3)[C:22]3[C:17](=[CH:18][CH:19]=[CH:20][CH:21]=3)[NH:16][C:15]2=[O:23])=[CH:9][C:8]=1[CH3:40])([CH3:4])([CH3:3])[CH3:2].CC(C)([O-])C.[K+].Br[CH2:50][C:51]#[N:52].O>CN(C=O)C.C1COCC1.C(OCC)C>[C:1]([Si:5]([CH3:42])([CH3:41])[O:6][C:7]1[C:8]([CH3:40])=[CH:9][C:10]([C:14]2([C:24]3[CH:29]=[C:28]([CH3:30])[C:27]([O:31][Si:32]([C:35]([CH3:36])([CH3:38])[CH3:37])([CH3:33])[CH3:34])=[C:26]([CH3:39])[CH:25]=3)[C:22]3[C:17](=[CH:18][CH:19]=[CH:20][CH:21]=3)[N:16]([CH2:50][C:51]#[N:52])[C:15]2=[O:23])=[CH:11][C:12]=1[CH3:13])([CH3:2])([CH3:4])[CH3:3] |f:1.2|. Procedure details: Under an N2 atmosphere, dissolve 3,3-Bis-[4-(tert-butyl-dimethyl-silanyloxy)-3,5-dimethyl-phenyl]-1,3-dihydro-indol-2-one (2.5 g, 4.15 mmol) in dry DMF (50 mL). Cool the reaction to 0° C. Add a solution of potassium t-butoxide (1.0 M) in THF (4.57 mL). Allow the reaction to stir at 0° C. for 10 minutes. Add bromoacetonitrile (0.32 mL, 4.57 mmol), and allow the reaction to warm to room temperature. Stir the reaction at room temperature overnight. Dilute the reaction with water (200 mL) and diethy... The reactants are ClC1=CC=CC2=C1C(N1[C@H](C=3N2C=NC3C(=O)OCC)CCC1)=O (ethyl (S)-8-chloro-11,12,13,13a-tetrahydro-9-oxo-9H-imidazo[1,5-a]pyrrolo[2,1-c][1,4]benzodiazepine-1-carboxylate), [OH-].[Na+] (sodium hydroxide), C(C)O (ethanol). The solvent is O (water). Reaction conditions: time 2 hour. Product: ClC1=CC=CC2=C1C(N1[C@H](C=3N2C=NC3C(=O)O)CCC1)=O ((S)-8-chloro-11,12,13,13a-tetrahydro-9-oxo-9H-imidazo[1,5-a]pyrrolo[2,1-c][1,4]benzodiazepine-1-carboxylic acid). Reaction SMILES: [Cl:1][C:2]1[C:7]2[C:8](=[O:24])[N:9]3[CH2:23][CH2:22][CH2:21][C@H:10]3[C:11]3[N:12]([CH:13]=[N:14][C:15]=3[C:16]([O:18]CC)=[O:17])[C:6]=2[CH:5]=[CH:4][CH:3]=1.[OH-].[Na+].C(O)C>O>[Cl:1][C:2]1[C:7]2[C:8](=[O:24])[N:9]3[CH2:23][CH2:22][CH2:21][C@H:10]3[C:11]3[N:12]([CH:13]=[N:14][C:15]=3[C:16]([OH:18])=[O:17])[C:6]=2[CH:5]=[CH:4][CH:3]=1 |f:1.2|. Procedure details: 15 g (43.4 mmol) of ethyl (S)-8-chloro-11,12,13,13a-tetrahydro-9-oxo-9H-imidazo[1,5-a]pyrrolo[2,1-c][1,4]benzodiazepine-1-carboxylate and 1.85 g (46.3 mmol) of sodium hydroxide are treated with 60 ml of ethanol and 10 ml of water, then heated to boiling under reflux for 45 minutes, the ethanol is subsequently distilled off in vacuo, the residue is treated with 46.5 ml of 1 N hydrochloric acid and left to stand in an ice-bath for 2 hours. The precipitated material is filtered off under suction, w... Starting materials: OC1=CC=2N=C3C=C4C(=CC3=C(C2C=C1)C(=O)O)C=CC=C4 (3-hydroxy-benz[b]acridine-12-carboxylic acid), C([O-])([O-])=O.[Cs+].[Cs+] (cesium carbonate), Br.C(C)N(CC)CCBr (diethylaminoethyl bromide hydrobromide). Yields the product C(C)N(CC)CCOC1=CC=2N=C3C=C4C(=CC3=C(C2C=C1)C(=O)OCCN(CC)CC)C=CC=C4 (N,N-diethylaminoethyl 3-(N,N-diethylamino)ethoxy-benz[b]acridine-12-carboxylate). RXN SMILES: [OH:1][C:2]1[CH:15]=[CH:14][C:13]2[C:12]([C:16]([OH:18])=[O:17])=[C:11]3[C:6]([CH:7]=[C:8]4[CH:22]=[CH:21][CH:20]=[CH:19][C:9]4=[CH:10]3)=[N:5][C:4]=2[CH:3]=1.C(=O)([O-])[O-].[Cs+].[Cs+].Br.[CH2:30]([N:32]([CH2:35][CH2:36]Br)[CH2:33][CH3:34])[CH3:31]>>[CH2:30]([N:32]([CH2:35][CH2:36][O:1][C:2]1[CH:15]=[CH:14][C:13]2[C:12]([C:16]([O:18][CH2:31][CH2:30][N:32]([CH2:35][CH3:36])[CH2:33][CH3:34])=[O:17])=[C:11]3[C:6]([CH:7]=[C:8]4[CH:22]=[CH:21][CH:20]=[CH:19][C:9]4=[CH:10]3)=[N:5][C:4]=2[CH:3]=1)[CH2:33][CH3:34])[CH3:31] |f:1.2.3,4.5|. Procedure: treating 3-hydroxy-benz[b]acridine-12-carboxylic acid with cesium carbonate and diethylaminoethyl bromide hydrobromide to produce N,N-diethylaminoethyl 3-(N,N-diethylamino)ethoxy-benz[b]acridine-12-carboxylate; Starting materials: CI, CC#N, COCc1ccncc1. Product: COCc1cc[n+](C)cc1, [I-]. RXN SMILES: [CH3:10][I:11].[CH3:12][C:13]#[N:14].[CH3:1][O:2][CH2:3][c:4]1[cH:5][cH:6][n:7][cH:8][cH:9]1>>[CH3:1][O:2][CH2:3][c:4]1[cH:5][cH:6][n+:7]([CH3:10])[cH:8][cH:9]1.[I-:11]. Starting materials: C(C=C)C1(C(C2=C(C(N1)=O)SC(=C2)Br)C2=CC(=C(C=C2)Cl)Cl)C(=O)OC (methyl 5-allyl-2-bromo-4-(3,4-dichlorophenyl)-7-oxo-4,5,6,7-tetrahydrothieno[2,3-c]pyridine-5-carboxylate), C1(=CC=CC=C1)P(C1=CC=CC=2C(C3=CC=CC(=C3OC12)P(C1=CC=CC=C1)C1=CC=CC=C1)(C)C)C1=CC=CC=C1 (4,5-bis(diphenylphosphino)-9,9-dimethylxanthene), C([O-])([O-])=O.[Cs+].[Cs+] (cesium carbonate), N1CCOCC1 (morpholine). Reagents/catalysts: C=1C=CC(=CC1)/C=C/C(=O)/C=C/C2=CC=CC=C2.C=1C=CC(=CC1)/C=C/C(=O)/C=C/C2=CC=CC=C2.C=1C=CC(=CC1)/C=C/C(=O)/C=C/C2=CC=CC=C2.[Pd].[Pd] (tris(dibenzylideneacetone)dipalladium(0)). Run in O1CCOCC1 (1,4-dioxane). Conditions: temperature 100 celsius. The product is C(C=C)C1(C(C2=C(C(N1)=O)SC(=C2)N2CCOCC2)C2=CC(=C(C=C2)Cl)Cl)C(=O)OC (methyl 5-allyl-4-(3,4-dichlorophenyl)-2-(morpholin-4-yl)-7-oxo-4,5,6,7-tetrahydrothieno[2,3-c]pyridine-5-carboxylate). The yield is 25.7%. Reaction SMILES: [CH2:1]([C:4]1([C:23]([O:25][CH3:26])=[O:24])[NH:9][C:8](=[O:10])[C:7]2[S:11][C:12](Br)=[CH:13][C:6]=2[CH:5]1[C:15]1[CH:20]=[CH:19][C:18]([Cl:21])=[C:17]([Cl:22])[CH:16]=1)[CH:2]=[CH2:3].C1(P(C2C=CC=CC=2)C2C3OC4C(=CC=CC=4P(C4C=CC=CC=4)C4C=CC=CC=4)C(C)(C)C=3C=CC=2)C=CC=CC=1.C(=O)([O-])[O-].[Cs+].[Cs+].[NH:75]1[CH2:80][CH2:79][O:78][CH2:77][CH2:76]1>C1C=CC(/C=C/C(/C=C/C2C=CC=CC=2)=O)=CC=1.C1C=CC(/C=C/C(/C=C/C2C=CC=CC=2)=O)=CC=1.C1C=CC(/C=C/C(/C=C/C2C=CC=CC=2)=O)=CC=1.[Pd].[Pd].O1CCOCC1>[CH2:1]([C:4]1([C:23]([O:25][CH3:26])=[O:24])[NH:9][C:8](=[O:10])[C:7]2[S:11][C:12]([N:75]3[CH2:80][CH2:79][O:78][CH2:77][CH2:76]3)=[CH:13][C:6]=2[CH:5]1[C:15]1[CH:20]=[CH:19][C:18]([Cl:21])=[C:17]([Cl:22])[CH:16]=1)[CH:2]=[CH2:3] |f:2.3.4,6.7.8.9.10|. Procedure details: A mixture of methyl 5-allyl-2-bromo-4-(3,4-dichlorophenyl)-7-oxo-4,5,6,7-tetrahydrothieno[2,3-c]pyridine-5-carboxylate (0.51 g, 1.1 mmol),tris(dibenzylideneacetone)dipalladium(0) (98.3 mg, 0.107 mmol), 4,5-bis(diphenylphosphino)-9,9-dimethylxanthene (124 mg, 0.215 mmol) and cesium carbonate (1.29 g, 3.97 mmol) was evacuated and filled with argon, followed by addition of 1,4-dioxane (12 mL) and morpholine (0.281 mL, 3.22 mmol). The mixture was heated at 100° C. overnight. The mixture was then con... The product is Cl, O=C(NC1C2CC3CC1CN(C3)C2)c1ccc(-c2cccc(C(F)(F)F)c2)o1. Starting materials: Cl, O=C(O)c1ccc(-c2cccc(C(F)(F)F)c2)o1, NC1C2CC3CC1CN(C3)C2. As a reaction SMILES: [ClH:1].[F:13][C:14]([c:15]1[cH:16][c:17](-[c:21]2[cH:22][cH:23][c:24]([C:26](=[O:27])[OH:28])[o:25]2)[cH:18][cH:19][cH:20]1)([F:29])[F:30].[N:2]12[CH2:3][CH:4]3[CH:5]([NH2:12])[CH:6]([CH2:7][CH:8]([CH2:9]1)[CH2:10]3)[CH2:11]2>>[ClH:1].[N:2]12[CH2:3][CH:4]3[CH:5]([NH:12][C:26]([c:24]4[cH:23][cH:22][c:21](-[c:17]5[cH:16][c:15]([C:14]([F:13])([F:29])[F:30])[cH:20][cH:19][cH:18]5)[o:25]4)=[O:27])[CH:6]([CH2:7][CH:8]([CH2:9]1)[CH2:10]3)[CH2:11]2.